Dataset: the Open Reaction Database (ORD), a public repository of structured organic reaction records. Task: describe an organic reaction: reactants, conditions, products, and yield Starting materials: CC1C(C2(C(=C(C1(C2=O)Cl)Cl)Cl)Cl)C2=CC(=NO2)C (6-methyl-5-(3-methylisoxazol-5-yl)-1,2,3,4-tetrachlorobicyclo[2.2.1]hept-2en-7-one), C(C)O (ethanol), CC[O-].[Na+] (sodium ethylate), ice water. The product is ClC1=C(C(=C(C(=O)OCC)C=C1Cl)C)C1=CC(=NO1)C (ethyl 4,5-dichloro-2-methyl-3-(3-methylisooxazol-5-yl)benzoate). As a reaction SMILES: [CH3:1][CH:2]1[C:7]2(Cl)[C:8](=[O:9])[C:4]([Cl:13])([C:5]([Cl:12])=[C:6]2Cl)[CH:3]1[C:14]1[O:18][N:17]=[C:16]([CH3:19])[CH:15]=1.[CH3:20][CH2:21][O-].[Na+].C([OH:26])C>>[Cl:13][C:4]1[C:5]([Cl:12])=[CH:6][C:7]([C:8]([O:9][CH2:20][CH3:21])=[O:26])=[C:2]([CH3:1])[C:3]=1[C:14]1[O:18][N:17]=[C:16]([CH3:19])[CH:15]=1 |f:1.2|. Procedure details: 0.11 g of 6-methyl-5-(3-methylisoxazol-5-yl)-1,2,3,4-tetrachlorobicyclo[2.2.1]hept-2en-7-one (a mixture of trans:cis=1:1) was dissolved in 1 ml of ethanol, and 0.06 g of sodium ethylate was added, while cooling with ice. The resulting solution was stirred for an hour at room temperature. The reaction solution was poured into 50 ml of ice-water, and extracted with 30 ml of ethyl acetate twice. The organic layer was washed with saturated salt water and dried over anhydrous magnesium sulfate. The s... The reactants are NC(CO)(CO)C(C(CC=CCCCCCCCCCCCCC)O)O (2-Amino-2-(1,2-dihydroxy-4-octadecenyl)-1,3-propanediol). Reagents/catalysts: [C].[Pd] (palladium-carbon). The solvent is CO (methanol). Product: NC(CO)(CO)C(C(CCCCCCCCCCCCCCCC)O)O (2-Amino-2-(1,2-dihydroxyoctadecyl)-1,3-propanediol). The yield is 50.2%. Reaction SMILES: [NH2:1][C:2]([CH:7]([OH:26])[CH:8]([OH:25])[CH2:9][CH:10]=[CH:11][CH2:12][CH2:13][CH2:14][CH2:15][CH2:16][CH2:17][CH2:18][CH2:19][CH2:20][CH2:21][CH2:22][CH2:23][CH3:24])([CH2:5][OH:6])[CH2:3][OH:4]>CO.[C].[Pd]>[NH2:1][C:2]([CH:7]([OH:26])[CH:8]([OH:25])[CH2:9][CH2:10][CH2:11][CH2:12][CH2:13][CH2:14][CH2:15][CH2:16][CH2:17][CH2:18][CH2:19][CH2:20][CH2:21][CH2:22][CH2:23][CH3:24])([CH2:3][OH:4])[CH2:5][OH:6] |f:2.3|. Procedure details: 2-Amino-2-(1,2-dihydroxy-4-octadecenyl)-1,3-propanediol (68.0 mg) was dissolved in 14 ml of methanol and 6.8 mg of 5% palladium-carbon was added thereto. The catalytic reduction was conducted at ordinary temperature and at atmospheric pressure day and night. After the reaction, the catalyst was filtered off and the filtrate was concentrated under reduced pressure to give 34.3 mg of the subject compound. Reactants: COC(=O)CBr, CCOC(=O)C1=C(C)N(c2cccc(C(F)(F)F)c2)C(=O)NC1c1ccc(C#N)cc1, O=C([O-])[O-], [K+], [K+], CN(C)C=O. Product: CCOC(=O)C1=C(C)N(c2cccc(C(F)(F)F)c2)C(=O)N(CC(=O)OC)C1c1ccc(C#N)cc1. Reaction SMILES: [Br:32][CH2:33][C:34](=[O:35])[O:36][CH3:37].[C:1](#[N:2])[c:3]1[cH:4][cH:5][c:6]([CH:9]2[NH:10][C:11](=[O:31])[N:12]([c:21]3[cH:22][c:23]([C:27]([F:28])([F:29])[F:30])[cH:24][cH:25][cH:26]3)[C:13]([CH3:20])=[C:14]2[C:15](=[O:16])[O:17][CH2:18][CH3:19])[cH:7][cH:8]1.[C:38](=[O:39])([O-:40])[O-:41].[K+:42].[K+:43].[O:44]=[CH:45][N:46]([CH3:47])[CH3:48]>>[C:1](#[N:2])[c:3]1[cH:4][cH:5][c:6]([CH:9]2[N:10]([CH2:33][C:34](=[O:35])[O:36][CH3:37])[C:11](=[O:31])[N:12]([c:21]3[cH:22][c:23]([C:27]([F:28])([F:29])[F:30])[cH:24][cH:25][cH:26]3)[C:13]([CH3:20])=[C:14]2[C:15](=[O:16])[O:17][CH2:18][CH3:19])[cH:7][cH:8]1.